Task: describe an organic reaction: reactants, conditions, products, and yield. Dataset: the Open Reaction Database (ORD), a public repository of structured organic reaction records Reactants: C(C)(=O)C=1C(OC(=C(C1O)C(C)=O)O)=O (3,5-diacetyl-4,6-dihydroxy-2H-pyran-2-one), C(C1=CC=CC=C1)NC(=O)OC1=CC=C(N)C=C1 (p-(N-benzylcarbamoyloxy)aniline). Run in CO (methanol). The product is C(C)(=O)C1=C(C(C(OC1=O)=O)=C(C)NC1=CC=C(C=C1)OC(NCC1=CC=CC=C1)=O)O (5-acetyl-3-[1-(p-N-benzylcarbamoyloxyphenylamino)ethylidene]-4-hydroxy-2H-pyran-2,6(3H)-dione). As a reaction SMILES: [C:1]([C:4]1[C:5](=[O:15])[O:6][C:7]([OH:14])=[C:8]([C:11](=[O:13])[CH3:12])[C:9]=1[OH:10])(=O)[CH3:2].[CH2:16]([NH:23][C:24]([O:26][C:27]1[CH:33]=[CH:32][C:30]([NH2:31])=[CH:29][CH:28]=1)=[O:25])[C:17]1[CH:22]=[CH:21][CH:20]=[CH:19][CH:18]=1>CO>[C:11]([C:8]1[C:7](=[O:14])[O:6][C:5](=[O:15])[C:4](=[C:1]([NH:31][C:30]2[CH:32]=[CH:33][C:27]([O:26][C:24](=[O:25])[NH:23][CH2:16][C:17]3[CH:18]=[CH:19][CH:20]=[CH:21][CH:22]=3)=[CH:28][CH:29]=2)[CH3:2])[C:9]=1[OH:10])(=[O:13])[CH3:12]. Procedure: To a boiling solution of 2.1 g. (0.01 m.) of 3,5-diacetyl-4,6-dihydroxy-2H-pyran-2-one in 150 ml. of methanol is added 2.4 g. (0.01 m.) of p-(N-benzylcarbamoyloxy)aniline and the resulting mixture is refluxed for one hour. The cooled reaction mixture is filtered and the solid is recrystallized to furnish 5-acetyl-3-[1-(p-N-benzylcarbamoyloxyphenylamino)ethylidene]-4-hydroxy-2H-pyran-2,6(3H)-dione, m.p. 195°-197° C. The reactants are C(C)(=O)NC1=C(C=C2C(NC=NC2=C1)=O)[N+](=O)[O-] (7-acetamido-6-nitro-3H-quinazolin-4-one), BrC=1C=C(NO)C=CC1.[N+](=O)([O-])C=1C=C2C=NC=NC2=CC1 (3-bromoanilinol 6-nitroquinazoline), Cl (hydrochloride), N (NH3), BrC=1C=C(N)C=CC1 (3-bromoaniline). Run in O=P(Cl)(Cl)Cl (POCl3), C(C)(C)O (isopropanol). Yields the product C(C)(=O)NC1=C(C=C2C(=NC=NC2=C1)NC1=CC(=CC=C1)Br)[N+](=O)[O-] (7-acetamido-4-(3-bromoanilino)-6-nitroquinazoline). Yield: 45.0%. Reaction SMILES: [Br:1][C:2]1[CH:3]=[C:4]([CH:7]=[CH:8][CH:9]=1)[NH:5]O.[N+](C1C=C2C(=CC=1)N=CN=C2)([O-])=O.[C:23]([NH:26][C:27]1[CH:36]=[C:35]2[C:30]([C:31](=O)[NH:32][CH:33]=[N:34]2)=[CH:29][C:28]=1[N+:38]([O-:40])=[O:39])(=[O:25])[CH3:24].BrC1C=C(C=CC=1)N.Cl.N>O=P(Cl)(Cl)Cl.C(O)(C)C>[C:23]([NH:26][C:27]1[CH:36]=[C:35]2[C:30]([C:31]([NH:5][C:4]3[CH:7]=[CH:8][CH:9]=[C:2]([Br:1])[CH:3]=3)=[N:32][CH:33]=[N:34]2)=[CH:29][C:28]=1[N+:38]([O-:40])=[O:39])(=[O:25])[CH3:24] |f:0.1|. Reported procedure: 7-Acetamido-4-(3-bromoanilinol-6-nitroquinazoline. A solution of 7-acetamido-6-nitro-3H-quinazolin-4-one (5.00 g, 20 mmol) in POCl3 (250 mL) is heated under reflux for 2 h, the excess of POCl3 is removed under vacuum, and the residue is dissolved in CH2Cl2 and washed with aqueous Na2CO3 solution. Workup gives the crude 4-chloro derivative, which is coupled directly with 3-bromoaniline in isopropanol as above, and the resulting hydrochloride is converted directly to the free base, by treatment wi... The reactants are [BH4-], CC(C)(C)C1CCC(=O)CC1, CCO, NNC(=O)c1ccc(OC(F)(F)F)cc1, [Na+]. Product: CC(C)(C)C1CCC(NNC(=O)c2ccc(OC(F)(F)F)cc2)CC1. As a reaction SMILES: [BH4-:27].[C:16]([CH3:17])([CH3:18])([CH3:19])[CH:20]1[CH2:21][CH2:22][C:23](=[O:26])[CH2:24][CH2:25]1.[CH3:29][CH2:30][OH:31].[F:1][C:2]([O:3][c:4]1[cH:5][cH:6][c:7]([C:8](=[O:9])[NH:10][NH2:11])[cH:12][cH:13]1)([F:14])[F:15].[Na+:28]>>[F:1][C:2]([O:3][c:4]1[cH:5][cH:6][c:7]([C:8](=[O:9])[NH:10][NH:11][CH:23]2[CH2:22][CH2:21][CH:20]([C:16]([CH3:17])([CH3:18])[CH3:19])[CH2:25][CH2:24]2)[cH:12][cH:13]1)([F:14])[F:15]. The reactants are CS(=O)(=O)O (Methanesulfonic acid), C(C)(C)(C)C1=C(C=CC2=C1C=C(O2)C)O (4-tert-butyl-5-hydroxy-2-methyl-benzofuran), C(C)(C)(C)O (tert-butyl alcohol), ice water, [OH-].[Na+] (sodium hydroxide). The solvent is C(Cl)(Cl)Cl (chloroform). Run at temperature 0 celsius, time 15 minute. Product: C(C)(C)(C)C1=C(C(=CC2=C1C=C(O2)C)C(C)(C)C)O (4,6-di-tert-butyl-5-hydroxy-2-methylbenzofuran). The yield is 11.2%. Reaction SMILES: CS(O)(=O)=O.[C:6]([C:10]1[C:15]2[CH:16]=[C:17]([CH3:19])[O:18][C:14]=2[CH:13]=[CH:12][C:11]=1[OH:20])([CH3:9])([CH3:8])[CH3:7].[C:21](O)([CH3:24])([CH3:23])[CH3:22].[OH-].[Na+]>C(Cl)(Cl)Cl>[C:6]([C:10]1[C:15]2[CH:16]=[C:17]([CH3:19])[O:18][C:14]=2[CH:13]=[C:12]([C:21]([CH3:24])([CH3:23])[CH3:22])[C:11]=1[OH:20])([CH3:9])([CH3:8])[CH3:7] |f:3.4|. Procedure: Methanesulfonic acid (1.2 ml) was added dropwise to a chloroform solution of 4-tert-butyl-5-hydroxy-2-methyl-benzofuran (250 mg, 1.2 mmol) and tert-butyl alcohol (500 mg, 6.0 mmol) under cooling with ice. After stirring at 0° C. for 15 min, the mixture was poured into ice water. The mixture was then neutralized with 1N aqueous sodium hydroxide and subjected to extraction with ethyl acetate. The extracted layer was washed with a saturated aqueous solution of sodium hydrogen carbonate, dried over ... The reactants are C(C)(=O)OC1CN(CC1)CC#CCN(C(C)=O)C ((racemic)-N-[4-[3-(acetyloxy)-1-pyrrolidinyl]-2-butynyl]-N-methyl acetamide), C([O-])([O-])=O.[Na+].[Na+] (sodium carbonate), CO (methanol). Solvent: ClCCl (dichloromethane). Reaction conditions: time 8 hour. The product is OC1CN(CC1)CC#CCN(C(C)=O)C ((Racemic)-N-[4-(3-Hydroxy-1-pyrrolidinyl)-2-butynyl]-N-methyl acetamide). Isolated yield 73.2%. RXN SMILES: C([O:4][CH:5]1[CH2:9][CH2:8][N:7]([CH2:10][C:11]#[C:12][CH2:13][N:14]([CH3:18])[C:15](=[O:17])[CH3:16])[CH2:6]1)(=O)C.C(=O)([O-])[O-].[Na+].[Na+].CO>ClCCl>[OH:4][CH:5]1[CH2:9][CH2:8][N:7]([CH2:10][C:11]#[C:12][CH2:13][N:14]([CH3:18])[C:15](=[O:17])[CH3:16])[CH2:6]1 |f:1.2.3|. Procedure details: A mixture of 820 mg of (racemic)-N-[4-[3-(acetyloxy)-1-pyrrolidinyl]-2-butynyl]-N-methyl acetamide, 635 mg of sodium carbonate and 40 ml of methanol was stirred overnight. An equal volume of dichloromethane was added, the mixture filtered and the solvents concentrated. This residue was purified by chromatography (alumina), giving 500 mg of the desired product as a yellow oil. Reaction SMILES: C[Si](OP(=O)=O)(C)C.[C:9]([C:11]1[CH:18]=[CH:17][C:14]([CH:15]=O)=[CH:13][CH:12]=1)#[N:10].[F:19][C:20]([F:32])([F:31])[C:21]1[CH:22]=[C:23]([NH:27][C:28]([NH2:30])=[S:29])[CH:24]=[CH:25][CH:26]=1.[C:33]([O:39][CH2:40][CH2:41][C:42]#[N:43])(=[O:38])[CH2:34][C:35]([CH3:37])=O>O1CCOCC1>[C:9]([C:11]1[CH:18]=[CH:17][C:14]([CH:15]2[C:34]([C:33]([O:39][CH2:40][CH2:41][C:42]#[N:43])=[O:38])=[C:35]([CH3:37])[N:27]([C:23]3[CH:24]=[CH:25][CH:26]=[C:21]([C:20]([F:19])([F:31])[F:32])[CH:22]=3)[C:28](=[S:29])[NH:30]2)=[CH:13][CH:12]=1)#[N:10]. Yields the product C(#N)C1=CC=C(C=C1)C1NC(N(C(=C1C(=O)OCCC#N)C)C1=CC(=CC=C1)C(F)(F)F)=S (2-Cyanoethyl 4-(4-cyanophenyl)-6-methyl-2-thioxo-1-[3-(trifluoromethyl)phenyl]-1,2,3,4-tetrahydro-5-pyrimidinecarboxylate). Run in O1CCOCC1 (dioxane). The reactants are C(#N)C1=CC=C(C=O)C=C1 (4-cyanobenzaldehyde), FC(C=1C=C(C=CC1)NC(=S)N)(F)F (3-trifluoromethylphenyl thiourea), C(CC(=O)C)(=O)OCCC#N (2-cyanoethyl acetoacetate), C[Si](C)(C)OP(=O)=O (trimethylsilyl polyphosphate). Run at temperature 80 celsius, time 3 hour. Procedure details: Under argon, trimethylsilyl polyphosphate (10.6 g) is dissolved in 75.7 ml absolute dioxane. To this solution are added 4-cyanobenzaldehyde (5.95 g, 45.4 mmol), 3-trifluoromethylphenyl thiourea (5 g, 22.7 mmol) and 2-cyanoethyl acetoacetate (6.4 g, 45.4 mmol). The reaction mixture is stirred at 80° C. for 3 hours. After evaporation of the dioxane solvent, the residue is dissolved in ethyl acetate and washed with saturated aqueous sodium bicarbonate solution, 38% sodium bisulfite solution and sat... Starting materials: CSC(=NCCSCc1ncccc1Cl)NC#N, C#CCN, CO. Yields the product C#CCNC(=NCCSCc1ncccc1Cl)NC#N. Reaction SMILES: [C:1](#[N:2])[NH:3][C:4]([S:5][CH3:6])=[N:7][CH2:8][CH2:9][S:10][CH2:11][c:12]1[n:13][cH:14][cH:15][cH:16][c:17]1[Cl:18].[CH2:19]([C:20]#[CH:21])[NH2:22].[CH3:23][OH:24]>>[C:1](#[N:2])[NH:3][C:4](=[N:7][CH2:8][CH2:9][S:10][CH2:11][c:12]1[n:13][cH:14][cH:15][cH:16][c:17]1[Cl:18])[NH:22][CH2:19][C:20]#[CH:21]. Reactants: C1(CC1)NC(CC1=CC=CC=C1)=O (N-cyclopropyl-2-phenylacetamide), [H-].[Na+] (sodium hydride), C(C#C)Br (propargyl bromide), C1(=CC=CC=C1)C (toluene), [H-].[Na+] (Sodium hydride), ice water. The solvent is C1CCOC1 (THF), C1CCOC1 (THF), CCOCC (ether). Reaction conditions: temperature 5 celsius, time 20 minute. Yields the product C1(CC1)N(C(CC1=CC=CC=C1)=O)CC#C (N-cyclopropyl-2-phenyl-N-(prop-2-ynyl)acetamide). Isolated yield 58.8%. As a reaction SMILES: [H-].[Na+].[CH:3]1([NH:6][C:7](=[O:15])[CH2:8][C:9]2[CH:14]=[CH:13][CH:12]=[CH:11][CH:10]=2)[CH2:5][CH2:4]1.[CH2:16](Br)[C:17]#[CH:18].C1(C)C=CC=CC=1>CCOCC.C1COCC1>[CH:3]1([N:6]([CH2:18][C:17]#[CH:16])[C:7](=[O:15])[CH2:8][C:9]2[CH:14]=[CH:13][CH:12]=[CH:11][CH:10]=2)[CH2:4][CH2:5]1 |f:0.1|. Procedure: Sodium hydride (60% in mineral oil, 706 mg, 17.65 mmol) was washed with dry ether (2×20 mL) and then suspended in dry THF (30 mL) and cooled with ice-water. Crude N-cyclopropyl-2-phenylacetamide from the last step in THF (5 mL) was added dropwise at 5° C. to the sodium hydride suspension. The reaction mixture was stirred at 5° C. for 20 min. A solution of propargyl bromide in toluene (80% wt., 2.68 mL, 24.06 mmol) was added dropwise with a syringe. The ice bath was removed and the mixture was st... Starting materials: NN1C(C2=CC=CC=C2C(=N1)C1=CC(=CC=C1)Cl)=O (2-amino-4-(3-chlorophenyl)phthalazin-1(2H)-one), FC=1C=C(C=C(C1)F)CC(=O)O (2-(3,5-difluorophenyl)acetic acid). Product: ClC=1C=C(C=CC1)C1=NN(C(C2=CC=CC=C12)=O)NC(CC1=CC(=CC(=C1)F)F)=O (N-[4-(3-chlorophenyl)-1-oxophthalazin-2(1H)-yl]-2-(3,5-difluorophenyl)acetamide). As a reaction SMILES: [NH2:1][N:2]1[N:11]=[C:10]([C:12]2[CH:17]=[CH:16][CH:15]=[C:14]([Cl:18])[CH:13]=2)[C:9]2[C:4](=[CH:5][CH:6]=[CH:7][CH:8]=2)[C:3]1=[O:19].[F:20][C:21]1[CH:22]=[C:23]([CH2:28][C:29](O)=[O:30])[CH:24]=[C:25]([F:27])[CH:26]=1>>[Cl:18][C:14]1[CH:13]=[C:12]([C:10]2[C:9]3[C:4](=[CH:5][CH:6]=[CH:7][CH:8]=3)[C:3](=[O:19])[N:2]([NH:1][C:29](=[O:30])[CH2:28][C:23]3[CH:22]=[C:21]([F:20])[CH:26]=[C:25]([F:27])[CH:24]=3)[N:11]=2)[CH:17]=[CH:16][CH:15]=1. Reported procedure: The product of Example 125A and 2-(3,5-difluorophenyl)acetic acid were processed using a method similar to that described in Example 17C to afford the title compound. 1H NMR (400 MHz, DMSO-d6) δ ppm 11.79 (s, 1H), 8.40-8.43 (m, 1H), 7.91-8.05 (m, 2H), 7.71-7.75 (m, 1H), 7.63-7.68 (m, 2H), 7.56-7.63 (m, 2H), 7.07-7.22 (m, 3H), 3.78 (s, 2H); MS (ESI+) m/z 426 (M+H)+.